Dataset: the Open Reaction Database (ORD), a public repository of structured organic reaction records. Task: describe an organic reaction: reactants, conditions, products, and yield Reactants: C1CCOC1, O=S(=O)(c1ccc(C(F)(F)F)cc1)C1(c2cc(F)ccc2C(F)(F)F)CCC(O)CC1, NS(=O)(=O)C(F)(F)F, CC(C)OC(=O)N=NC(=O)OC(C)C, c1ccc(P(c2ccccc2)c2ccccc2)cc1. The product is O=S(=O)(NC1CCC(c2cc(F)ccc2C(F)(F)F)(S(=O)(=O)c2ccc(C(F)(F)F)cc2)CC1)C(F)(F)F. RXN SMILES: [CH2:73]1[O:74][CH2:75][CH2:76][CH2:77]1.[F:1][c:2]1[cH:3][cH:4][c:5]([C:28]([F:29])([F:30])[F:31])[c:6]([C:8]2([S:15](=[O:16])(=[O:17])[c:18]3[cH:19][cH:20][c:21]([C:24]([F:25])([F:26])[F:27])[cH:22][cH:23]3)[CH2:9][CH2:10][CH:11]([OH:14])[CH2:12][CH2:13]2)[cH:7]1.[F:32][C:33]([S:34](=[O:35])(=[O:36])[NH2:37])([F:38])[F:39].[O:59]=[C:60]([O:61][CH:62]([CH3:63])[CH3:64])[N:65]=[N:66][C:67]([O:68][CH:69]([CH3:70])[CH3:71])=[O:72].[c:40]1([P:41]([c:42]2[cH:43][cH:44][cH:45][cH:46][cH:47]2)[c:48]2[cH:49][cH:50][cH:51][cH:52][cH:53]2)[cH:54][cH:55][cH:56][cH:57][cH:58]1>>[F:1][c:2]1[cH:3][cH:4][c:5]([C:28]([F:29])([F:30])[F:31])[c:6]([C:8]2([S:15](=[O:16])(=[O:17])[c:18]3[cH:19][cH:20][c:21]([C:24]([F:25])([F:26])[F:27])[cH:22][cH:23]3)[CH2:9][CH2:10][CH:11]([NH:37][S:34]([C:33]([F:32])([F:38])[F:39])(=[O:35])=[O:36])[CH2:12][CH2:13]2)[cH:7]1. Reactants: C(C)(C)NC(C)C (diisopropylamine), C(CCC)[Li] (n-butyl lithium), ClC1=CC=NC=C1 (4-chloropyridine), CN(C=O)C (N,N-dimethylformamide). The solvent is C1CCOC1 (THF), C1CCOC1 (THF). Conditions: temperature -78 celsius, time 30 minute. Product: ClC1=C(C=NC=C1)C=O (4-Chloropyridine-3-carboxaldehyde). Isolated yield 28.0%. As a reaction SMILES: C(NC(C)C)(C)C.C([Li])CCC.[Cl:13][C:14]1[CH:19]=[CH:18][N:17]=[CH:16][CH:15]=1.CN(C)[CH:22]=[O:23]>C1COCC1>[Cl:13][C:14]1[CH:19]=[CH:18][N:17]=[CH:16][C:15]=1[CH:22]=[O:23]. Procedure: To a solution of diisopropylamine (18.2 mL, 0.13 mol) in THF (200 mL, 0.5 M) at −78° C. was added n-butyl lithium (2.5 M in hexane, 52 mL, 0.13 mol) dropwise. After 30 min, 4-chloropyridine from Step A in THF (10 mL) was added and the reaction mixture was stirred at −78° C. for 1 h. To the resulting reddish-brown solution at −78° C. was added N,N-dimethylformamide (12.4 mL, 0.16 mol). The reaction mixture was allowed to warm slowly to room temperature over a 15 h period, and then the reaction wa... Starting materials: C1(CCC(CC1)=O)C1=CC2=C(NC(O2)=O)C=C1 (6-(4-cyclohexanonyl)benzoxazolin-2-one), CC1=C(C=CC=C1F)CCCN (3-(2-methyl-3-fluorophenyl)-1-propylamine). Product: FC=1C(=C(C=CC1)CCCN[C@@H]1CC[C@H](CC1)C1=CC2=C(NC(O2)=O)C=C1)C (6-{trans-4-[3-(3-fluoro-2-methylphenyl)propylamino]cyclohexyl}-3H-benzoxazol-2-one). Isolated yield 56.0%. Reaction SMILES: [CH:1]1([C:8]2[CH:17]=[CH:16][C:11]3[NH:12][C:13](=[O:15])[O:14][C:10]=3[CH:9]=2)[CH2:6][CH2:5][C:4](=O)[CH2:3][CH2:2]1.[CH3:18][C:19]1[C:24]([F:25])=[CH:23][CH:22]=[CH:21][C:20]=1[CH2:26][CH2:27][CH2:28][NH2:29]>>[F:25][C:24]1[C:19]([CH3:18])=[C:20]([CH2:26][CH2:27][CH2:28][NH:29][C@H:4]2[CH2:5][CH2:6][C@H:1]([C:8]3[CH:17]=[CH:16][C:11]4[NH:12][C:13](=[O:15])[O:14][C:10]=4[CH:9]=3)[CH2:2][CH2:3]2)[CH:21]=[CH:22][CH:23]=1. Procedure: Coupling of ketone 5 and 3-(2-methyl-3-fluorophenyl)-1-propylamine, using the method given in Example 1, gave 6-{trans-4-[3-(3-fluoro-2-methylphenyl)propylamino]cyclohexyl}-3H-benzoxazol-2-one (1.4 g, 56%): 1H NMR (500 MHz, DMSO-d6): δ 7.16-7.10 (m, 2H), 7.01-6.93 (m, 4H), 2.65 (dd, J=8, 8 Hz, 2H), 2.60 (dd, J=7, 7 Hz, 2H), 2.49-2.39 (m, 2H), 2.18 (d, J=2 Hz, 3H), 1.98-1.93 (m, 2H), 1.81-1.75 (m, 2H), 1.68-1.61 (m, 2H), 1.45 (dddd, J=13, 13, 13, 3 Hz, 2H), 1.13 (dddd, J=13, 13, 13, 3 Hz, 2H). Starting materials: CCCCC1CCC(C#N)C1, CC(=O)O, CCOC(C)=O, O, O=S(=O)(O)O. Product: CCCCC1CCC(C(=O)O)C1. RXN SMILES: [CH2:1]([CH2:2][CH2:3][CH3:4])[CH:5]1[CH2:6][CH:7]([C:10]#[N:11])[CH2:8][CH2:9]1.[CH3:17][C:18]([OH:19])=[O:20].[CH3:22][CH2:23][O:24][C:25](=[O:26])[CH3:27].[OH2:21].[S:12](=[O:13])(=[O:14])([OH:15])[OH:16]>>[CH2:1]([CH2:2][CH2:3][CH3:4])[CH:5]1[CH2:6][CH2:7][CH:17]([C:18]([OH:19])=[O:20])[CH2:9]1. The reactants are Cl.N1=CC=CC2=CC(=CC=C12)C(=O)Cl (6-quinolinecarbonyl chloride hydrochloride), C12(CC3CC(CC(C1)C3)C2)N (1-adamantanamine), N1=CC=CC=C1 (pyridine). The solvent is O (water). The product is C12(CC3CC(CC(C1)C3)C2)NC(=O)C=2C=C3C=CC=NC3=CC2 (N-(1-Adamantyl)-6-quinolinecarboxamide). Yield: 10.8%. Reaction SMILES: Cl.[N:2]1[C:11]2[C:6](=[CH:7][C:8]([C:12](Cl)=[O:13])=[CH:9][CH:10]=2)[CH:5]=[CH:4][CH:3]=1.[C:15]12([NH2:25])[CH2:24][CH:19]3[CH2:20][CH:21]([CH2:23][CH:17]([CH2:18]3)[CH2:16]1)[CH2:22]2.N1C=CC=CC=1>O>[C:15]12([NH:25][C:12]([C:8]3[CH:7]=[C:6]4[C:11](=[CH:10][CH:9]=3)[N:2]=[CH:3][CH:4]=[CH:5]4)=[O:13])[CH2:22][CH:21]3[CH2:20][CH:19]([CH2:18][CH:17]([CH2:23]3)[CH2:16]1)[CH2:24]2 |f:0.1|. Procedure details: Prepared from 6-quinolinecarbonyl chloride hydrochloride (1.51 g, 10 mmol), 1-adamantanamine (1.73 g, 10 mmol), pyridine (5 mL), and water (200 mL) yielding 330 mg (11%) of (42): Starting materials: Cl.Cl.FC1=CC=C(C=C1)C=1NC=C(C1C1=CC=NC=C1)C=1CCNCC1 (2-(4-Fluorophenyl)-3-(pyridin-4-yl)-4-(1,2,3,6-tetrahydropyridin-4-yl)-1H-pyrrole dihydrochloride), C([O-])([O-])=O.[Na+].[Na+] (sodium carbonate). Reagents/catalysts: [Pd] (palladium on carbon). The solvent is C=1(C(=CC=CC1)C)C (xylene), CO (methanol). Yields the product FC1=CC=C(C=C1)C=1NC=C(C1C1=CC=NC=C1)C1=CC=NC=C1 (2-(4-Fluorophenyl)-3,4-bis(pyridin-4-yl)-1H-pyrrole). The yield is 52.9%. Reaction SMILES: Cl.Cl.[F:3][C:4]1[CH:9]=[CH:8][C:7]([C:10]2[NH:11][CH:12]=[C:13]([C:21]3[CH2:22][CH2:23][NH:24][CH2:25][CH:26]=3)[C:14]=2[C:15]2[CH:20]=[CH:19][N:18]=[CH:17][CH:16]=2)=[CH:6][CH:5]=1.C(=O)([O-])[O-].[Na+].[Na+]>C1(C)C(C)=CC=CC=1.CO.[Pd]>[F:3][C:4]1[CH:5]=[CH:6][C:7]([C:10]2[NH:11][CH:12]=[C:13]([C:21]3[CH:22]=[CH:23][N:24]=[CH:25][CH:26]=3)[C:14]=2[C:15]2[CH:20]=[CH:19][N:18]=[CH:17][CH:16]=2)=[CH:8][CH:9]=1 |f:0.1.2,3.4.5|. Procedure: 450 mg (1.15 mmol) of 2-(4-fluorophenyl)-3-(pyridin-4-yl)-4-(1,2,3,6-tetrahydropyridin-4-yl)-1H-pyrrole dihydrochloride [prepared as described in Example 10 above] were suspended in a mixture of 25 ml of xylene and 2 ml of methanol and 450 mg of 10% palladium on carbon and 320 mg (2.30 mmol) of sodium carbonate were added to the suspension. The resulting mixture was heated under reflux for 4 hours. At the end of this time, the reaction mixture was filtered and the resulting filtrate was concentr... Starting materials: NC1CCC(CC1)N(C)C (1-amino-4-dimethylaminocyclohexane), COC=1C=C(C(=O)Cl)C=CC1[N+](=O)[O-] (3-methoxy-4-nitro-benzoyl chloride), COC=1C=C(C(=O)Cl)C=CC1[N+](=O)[O-] (3-methoxy-4-nitro-benzoyl chloride), CCN(C(C)C)C(C)C (DIPEA). The solvent is C(Cl)Cl (DCM), C(Cl)Cl (DCM). Run at time 2 hour. Yields the product NC1=C(C=C(C(=O)NC2CCC(CC2)N(C)C)C=C1)OC (4-amino-N-(4-dimethylaminocyclohexyl)-3-methoxy-benzamide). Isolated yield 113.9%. Reaction SMILES: [CH3:1][O:2][C:3]1[CH:4]=[C:5]([CH:9]=[CH:10][C:11]=1[N+:12]([O-])=O)[C:6](Cl)=[O:7].CCN(C(C)C)C(C)C.[NH2:24][CH:25]1[CH2:30][CH2:29][CH:28]([N:31]([CH3:33])[CH3:32])[CH2:27][CH2:26]1>C(Cl)Cl>[NH2:12][C:11]1[CH:10]=[CH:9][C:5]([C:6]([NH:24][CH:25]2[CH2:30][CH2:29][CH:28]([N:31]([CH3:33])[CH3:32])[CH2:27][CH2:26]2)=[O:7])=[CH:4][C:3]=1[O:2][CH3:1]. Procedure: 3-methoxy-4-nitro-benzoyl chloride (Intermediate 189; 1.0 g, 4.64 mmol) was dissolved in DCM (20 mL) and cooled on an ice bath. DIPEA (970 uL) was added dropwise. 1-amino-4-dimethylaminocyclohexane (ABChem. Inc.; 660 mg, 4.64 mmol) was dissolved in DCM (10 mL) and added to the reaction solution. The reaction mixture was brought back to room temperature and stirred for 2 hours. The reaction mixture was washed with brine and NaOH (aq). The organic layer was extracted by filtering through a PTFE cu... Starting materials: C(C)(C)(C)N[C@@H](CC1=CC(I)=C(C(I)=C1)OC1=CC(I)=C(C(I)=C1)O)C(=O)OC(C)=O (t-butyl O-acetyl-thyroxine), C(C)OC(CBr)=O (bromoacetic acid ethyl ester). Yields the product C(C)(C)(C)N([C@@H](CC1=CC(I)=C(C(I)=C1)OC1=CC(I)=C(C(I)=C1)O)C(=O)OC(C)=O)CC(=O)OCC (t-butyl O-acetyl-N-carboethoxymethyl-thyroxine). As a reaction SMILES: [C:1]([NH:5][C@H:6]([C:26]([O:28][C:29](=[O:31])[CH3:30])=[O:27])[CH2:7][C:8]1[CH:15]=[C:13]([I:14])[C:12]([O:16][C:17]2[CH:24]=[C:22]([I:23])[C:21]([OH:25])=[C:19]([I:20])[CH:18]=2)=[C:10]([I:11])[CH:9]=1)([CH3:4])([CH3:3])[CH3:2].[CH2:32]([O:34][C:35](=[O:38])[CH2:36]Br)[CH3:33]>>[C:1]([N:5]([CH2:36][C:35]([O:34][CH2:32][CH3:33])=[O:38])[C@H:6]([C:26]([O:28][C:29](=[O:31])[CH3:30])=[O:27])[CH2:7][C:8]1[CH:15]=[C:13]([I:14])[C:12]([O:16][C:17]2[CH:24]=[C:22]([I:23])[C:21]([OH:25])=[C:19]([I:20])[CH:18]=2)=[C:10]([I:11])[CH:9]=1)([CH3:4])([CH3:2])[CH3:3]. Procedure details: alkylating amino group of t-butyl O-acetyl-thyroxine with bromoacetic acid ethyl ester to give t-butyl O-acetyl-N-carboethoxymethyl-thyroxine; then